This data is from the Open Reaction Database (ORD), a public repository of structured organic reaction records. The task is: describe an organic reaction: reactants, conditions, products, and yield The reactants are CC[O-], CCO, CCOC=O, Cl, [Na+], Cn1cc(C(=O)Nc2cccc(C(=O)c3ccc4c(c3)NC(=O)C4)c2)c(C(F)(F)F)n1. Yields the product Cn1cc(C(=O)Nc2cccc(C(=O)c3ccc4c(c3)NC(=O)C4=CO)c2)c(C(F)(F)F)n1. RXN SMILES: [CH3:38][CH2:39][O-:40].[CH3:42][CH2:43][OH:44].[CH:32](=[O:33])[O:34][CH2:35][CH3:36].[ClH:41].[Na+:37].[O:1]=[C:2]1[NH:3][c:4]2[cH:5][c:6]([C:11](=[O:12])[c:13]3[cH:14][c:15]([NH:19][C:20](=[O:21])[c:22]4[c:23]([C:28]([F:29])([F:30])[F:31])[n:24][n:25]([CH3:27])[cH:26]4)[cH:16][cH:17][cH:18]3)[cH:7][cH:8][c:9]2[CH2:10]1>>[O:1]=[C:2]1[NH:3][c:4]2[cH:5][c:6]([C:11](=[O:12])[c:13]3[cH:14][c:15]([NH:19][C:20](=[O:21])[c:22]4[c:23]([C:28]([F:29])([F:30])[F:31])[n:24][n:25]([CH3:27])[cH:26]4)[cH:16][cH:17][cH:18]3)[cH:7][cH:8][c:9]2[C:10]1=[CH:32][OH:33]. The reactants are C(C)(C)(C)OC(C(C)(SC=1SC=C(N1)CC(NC1=CC=C(C=C1)C1=CC=C(C=C1)C(F)(F)F)=O)C)=O (2-methyl-2-{[4-(2-oxo-2-{[4′-(trifluoromethyl)biphenyl-4-yl]amino}ethyl)-1,3-thiazol-2-yl]thio}propionic acid tert-butyl ester), FC(C(=O)O)(F)F (trifluoroacetic acid). Run in ClCCl (dichloromethane). Reaction conditions: time 12 hour. The product is CC(C(=O)O)(C)SC=1SC=C(N1)CC(NC1=CC=C(C=C1)C1=CC=C(C=C1)C(F)(F)F)=O (2-methyl-2-{[4-(2-oxo-2-{[4′-(trifluoromethyl)biphenyl-4-yl]amino}ethyl)-1,3-thiazol-2-yl]thio}propionic acid). The yield is 60.0%. RXN SMILES: C([O:5][C:6](=[O:36])[C:7]([CH3:35])([S:9][C:10]1[S:11][CH:12]=[C:13]([CH2:15][C:16](=[O:34])[NH:17][C:18]2[CH:23]=[CH:22][C:21]([C:24]3[CH:29]=[CH:28][C:27]([C:30]([F:33])([F:32])[F:31])=[CH:26][CH:25]=3)=[CH:20][CH:19]=2)[N:14]=1)[CH3:8])(C)(C)C.FC(F)(F)C(O)=O>ClCCl>[CH3:35][C:7]([S:9][C:10]1[S:11][CH:12]=[C:13]([CH2:15][C:16](=[O:34])[NH:17][C:18]2[CH:23]=[CH:22][C:21]([C:24]3[CH:29]=[CH:28][C:27]([C:30]([F:33])([F:31])[F:32])=[CH:26][CH:25]=3)=[CH:20][CH:19]=2)[N:14]=1)([CH3:8])[C:6]([OH:36])=[O:5]. Reported procedure: 2-Methyl-2-{[4-(2-oxo-2-{[4′-(trifluoromethyl)biphenyl-4-yl]amino}ethyl)-1,3-thiazol-2-yl]thio}propionic acid tert-butyl ester (540 mg) obtained in Example 458-2 was dissolved in dichloromethane (10 mL), trifluoroacetic acid (4 mL) was added, and the mixture was stirred at room temperature for 12 hr. The reaction mixture was concentrated under reduced pressure, and the residue was purified by silica gel chromatography (elution solvent; hexane:ethyl acetate=1:1 to 0:1) to give the title compound ... The reactants are C(CC(=O)OCC)(=O)OCC (diethyl malonate), C(C1=CC=CC=C1)N1C=2C(C(=O)OC1=O)=CC=CC2 (N-benzylisatoic anhydride), ice water, [H-].[Na+] (sodium hydride), [H][H] (hydrogen). The solvent is CN(C=O)C (N,N-dimethylformamide), CN(C=O)C (N,N-dimethylformamide). Conditions: temperature 80 celsius. Product: C(C1=CC=CC=C1)N1C(C(=C(C2=CC=CC=C12)O)C(=O)OCC)=O (ethyl 1-benzyl-4-hydroxy-1,2-dihydro-2-oxoquinoline-3-carboxylate). The yield is 68.7%. As a reaction SMILES: [C:1]([O:9][CH2:10][CH3:11])(=[O:8])[CH2:2][C:3]([O:5]CC)=O.[H-].[Na+].[H][H].[CH2:16]([N:23]1[C:29](=O)[O:28]C(=O)[C:25]2=[CH:31][CH:32]=[CH:33][CH:34]=[C:24]12)[C:17]1[CH:22]=[CH:21][CH:20]=[CH:19][CH:18]=1>CN(C)C=O>[CH2:16]([N:23]1[C:24]2[C:25](=[CH:31][CH:32]=[CH:33][CH:34]=2)[C:3]([OH:5])=[C:2]([C:1]([O:9][CH2:10][CH3:11])=[O:8])[C:29]1=[O:28])[C:17]1[CH:18]=[CH:19][CH:20]=[CH:21][CH:22]=1 |f:1.2|. Procedure details: In a solution of 4.50 g of diethyl malonate in 20 ml of N,N-dimethylformamide was gradually added 1.10 g of 62.4% sodium hydride at room temperature, and stirring was continued at room temperature until hydrogen evolution ceased. The reaction solution was heated to 80° C., and a solution of 6.70 g of N-benzylisatoic anhydride in 20 ml of N,N-dimethylformamide was added dropwise. After the addition, the reaction mixture was stirred under heating at 120° C. for 7 hours. After cooling to room tempe... The reactants are Cl (hydrochloric acid), [OH-].[Na+] (sodium hydroxide), C(C)(C)(C)C1=CC=C(C=C1)N(C(C1=CC2=C(C=C1)OCO2)=O)CCCOC2=CC=C(C(=O)OC)C=C2 (Methyl 4-[3-[N-(4-tert-butylphenyl) -N-(3,4methylenedioxybenzoyl)amino]propoxy]benzoate). The solvent is O (water), CO (methanol), O (water). Reaction conditions: temperature 60 celsius, time 23 hour. Product: C(C)(C)(C)C1=CC=C(C=C1)N(C(C1=CC2=C(C=C1)OCO2)=O)CCCOC2=CC=C(C(=O)O)C=C2 (4-[3-[N-(4-tert-Butylphenyl) -N-(3,4-methylenedioxybenzoyl)amino]propoxy]benzoic acid). The yield is 80.8%. RXN SMILES: [C:1]([C:5]1[CH:10]=[CH:9][C:8]([N:11]([CH2:23][CH2:24][CH2:25][O:26][C:27]2[CH:36]=[CH:35][C:30]([C:31]([O:33]C)=[O:32])=[CH:29][CH:28]=2)[C:12](=[O:22])[C:13]2[CH:18]=[CH:17][C:16]3[O:19][CH2:20][O:21][C:15]=3[CH:14]=2)=[CH:7][CH:6]=1)([CH3:4])([CH3:3])[CH3:2].[OH-].[Na+].Cl>CO.O>[C:1]([C:5]1[CH:6]=[CH:7][C:8]([N:11]([CH2:23][CH2:24][CH2:25][O:26][C:27]2[CH:28]=[CH:29][C:30]([C:31]([OH:33])=[O:32])=[CH:35][CH:36]=2)[C:12](=[O:22])[C:13]2[CH:18]=[CH:17][C:16]3[O:19][CH2:20][O:21][C:15]=3[CH:14]=2)=[CH:9][CH:10]=1)([CH3:4])([CH3:2])[CH3:3] |f:1.2|. Procedure details: Methyl 4-[3-[N-(4-tert-butylphenyl) -N-(3,4methylenedioxybenzoyl)amino]propoxy]benzoate (2.0 g) was dissolved in methanol (40 ml) and thereto was added a solution of sodium hydroxide (0.33 g) in water (10 ml), the mixture was heated with stirring at 60° C. for 23 hours. The reaction solution was cooled, and the solution was adjusted to pH 4-5 with conc. hydrochloric acid. The mixture was diluted with water and the precipitate was collected by filtration and washed with water. The precipitate was... Starting materials: OC1CNC(=O)C2=CC=CC=C12 (4-hydroxy-3,4-dihydroisocarbostyril), [B-](F)(F)(F)F.CC[O+](CC)CC (triethyloxonium fluoborate). Product: C(C)OC1=NCC(C2=CC=CC=C12)O (1-ethoxy-4-hydroxy-3,4-dihydroisoquinoline), III. Reaction SMILES: [OH:1][CH:2]1[C:12]2[C:7](=[CH:8][CH:9]=[CH:10][CH:11]=2)[C:5](=[O:6])[NH:4][CH2:3]1.[B-](F)(F)(F)F.[CH3:18][CH2:19][O+](CC)CC>>[CH2:18]([O:6][C:5]1[C:7]2[C:12](=[CH:11][CH:10]=[CH:9][CH:8]=2)[CH:2]([OH:1])[CH2:3][N:4]=1)[CH3:19] |f:1.2|. Reported procedure: In a manner similar to that of Step A of Example 1, ethylation of 4-hydroxy-3,4-dihydroisocarbostyril (21.75 g.) with triethyloxonium fluoborate (0.147 + 0.073/3 mole) and two recrystallizations (the first recrystallization afforded a first crop of 8 g., of which 4.2 g. was recrystallized) of the resulting product from ethanol-ether afforded 1-ethoxy-4-hydroxy-3,4-dihydroisoquinoline (III: Q = C2H5, Y' = OH, Y = Z = Z' = H) fluoborate (3.9 g., m.p. 121°-123° C.). Reactants: CC(=CCO)C (3-methyl-2-buten-1-ol), C1=C(OC(=C1)[N+](=O)[O-])CBr (5-nitro-2-furfuryl bromide), C[C]C ((CH3)2C), C[C]C ((CH3)2C), C[C]C ((CH3)2C), ArH. The reagents and catalysts are [Ag]=O (silver oxide). Reaction conditions: time 12 hour. Product: CC(=CCOCC=1OC(=CC1)[N+](=O)[O-])C (2-[[(3-Methyl-2-butenyl)oxy]methyl]-5-nitrofuran). Reaction SMILES: [CH3:1][C:2]([CH3:6])=[CH:3][CH2:4][OH:5].[CH:7]1[CH:11]=[C:10]([N+:12]([O-:14])=[O:13])[O:9][C:8]=1[CH2:15]Br.C[C]C>[Ag]=O>[CH3:1][C:2]([CH3:6])=[CH:3][CH2:4][O:5][CH2:15][C:8]1[O:9][C:10]([N+:12]([O-:14])=[O:13])=[CH:11][CH:7]=1 |^3:17|. Procedure: Freshly prepared silver oxide (34.8 g, 0.15 mol) was added to a mixture of 3-methyl-2-buten-1-ol (21.0 g, 25 mL, 0.24 mol) and 5-nitro-2-furfuryl bromide (18.8 g, 0.1 mol) and stirred at room temperature for 12 h. Silver salts were removed by filtration and the filter cake was washed with ether (200 mL). The filtrate and the washings were combined and evaporated to remove ether and excess 3-methyl-2-buten-1-ol. The oil obtained was purified by column chromatography (silica gel, hexane:ethyl acet...